From a dataset of the Open Reaction Database (ORD), a public repository of structured organic reaction records. describe an organic reaction: reactants, conditions, products, and yield Reactants: O (Water), BrCC1=CC2=NC=CN=C2S1 (6-(bromomethyl)thieno[3,2-b]pyrazine), Cl.NC=1C=C(C=CC1C)NC(C1=CC(=CC=C1)C(C)(C)C#N)=O (N-(3-amino-4-methylphenyl)-3-(2-cyanopropan-2-yl)benzamide hydrochloride), C([O-])([O-])=O.[K+].[K+] (potassium carbonate). Run in C(C)#N (acetonitrile). The product is C(#N)C(C)(C)C=1C=C(C(=O)NC2=CC(=C(C=C2)C)NCC2=CC=3C(=NC=CN3)S2)C=CC1 (3-(2-cyanopropan-2-yl)-N-(4-methyl-3-(thieno[2,3-b]pyrazin-6-ylmethylamino)phenyl)benzamide). Isolated yield 6.2%. As a reaction SMILES: Br[CH2:2][C:3]1[S:11][C:10]2[C:5](=[N:6][CH:7]=[CH:8][N:9]=2)[CH:4]=1.Cl.[NH2:13][C:14]1[CH:15]=[C:16]([NH:21][C:22](=[O:34])[C:23]2[CH:28]=[CH:27][CH:26]=[C:25]([C:29]([C:32]#[N:33])([CH3:31])[CH3:30])[CH:24]=2)[CH:17]=[CH:18][C:19]=1[CH3:20].C(=O)([O-])[O-].[K+].[K+].O>C(#N)C>[C:32]([C:29]([C:25]1[CH:24]=[C:23]([CH:28]=[CH:27][CH:26]=1)[C:22]([NH:21][C:16]1[CH:17]=[CH:18][C:19]([CH3:20])=[C:14]([NH:13][CH2:2][C:3]2[S:11][C:10]3=[N:9][CH:8]=[CH:7][N:6]=[C:5]3[CH:4]=2)[CH:15]=1)=[O:34])([CH3:30])[CH3:31])#[N:33] |f:1.2,3.4.5|. Procedure: A solution of 6-(bromomethyl)thieno[3,2-b]pyrazine 47 (50 mg, 0.218 mmol), N-(3-amino-4-methylphenyl)-3-(2-cyanopropan-2-yl)benzamide hydrochloride 6 (72 mg, 0.218 mmol) and potassium carbonate (90 mg, 0.655 mmol) in acetonitrile (2 mL) was stirred overnight at 50° C. Water was added and extracted with EtOAc. Organic layer was washed with brine, dried and evaporated. Purification by HPLC gave the title compound 3-(2-cyanopropan-2-yl)-N-(4-methyl-3-(thieno[2,3-b]pyrazin-6-ylmethylamino)phenyl)ben... Reactants: C(#N)C1=C(COC2=CC=C(CN3C(=NC(=C3CO)Cl)CCCC)C=C2)C=CC=C1 (1-[4-(2-cyanobenzyloxy)benzyl]-2-butyl-4-chloro-5-hydroxymethylimidazole), CC(C)([O-])C.[K+] (potassium t-butoxide), O (water), CI (methyl iodide). Solvent: CS(=O)C (dimethyl sulfoxide). Reaction conditions: time 2.5 hour. Product: C(#N)C1=C(COC2=CC=C(CN3C(=NC(=C3COC)Cl)CCCC)C=C2)C=CC=C1 (1-[4-(2-cyanobenzyloxy)benzyl]-2-butyl-4-chloro-5-methoxymethylimidazole). Yield: 56.7%. RXN SMILES: [C:1]([C:3]1[CH:29]=[CH:28][CH:27]=[CH:26][C:4]=1[CH2:5][O:6][C:7]1[CH:25]=[CH:24][C:10]([CH2:11][N:12]2[C:16]([CH2:17][OH:18])=[C:15]([Cl:19])[N:14]=[C:13]2[CH2:20][CH2:21][CH2:22][CH3:23])=[CH:9][CH:8]=1)#[N:2].[CH3:30]C(C)([O-])C.[K+].CI.O>CS(C)=O>[C:1]([C:3]1[CH:29]=[CH:28][CH:27]=[CH:26][C:4]=1[CH2:5][O:6][C:7]1[CH:8]=[CH:9][C:10]([CH2:11][N:12]2[C:16]([CH2:17][O:18][CH3:30])=[C:15]([Cl:19])[N:14]=[C:13]2[CH2:20][CH2:21][CH2:22][CH3:23])=[CH:24][CH:25]=1)#[N:2] |f:1.2|. Procedure details: To a solution of 0.29 g of 1-[4-(2-cyanobenzyloxy)benzyl]-2-butyl-4-chloro-5-hydroxymethylimidazole in 8.0 mL of dimethyl sulfoxide at 25° was added 0.93 g of potassium t-butoxide followed by 0.060 mL of methyl iodide. The reaction mixture was stirred at 25° for 2.5 hours and then was poured into water. The aqueous emulsion was extracted with ethyl acetate; the organic phases were combined and washed with water and brine, dried over anhydrous sodium sulfate, filtered, and concentrated in vacuo. ...